From a dataset of the Open Reaction Database (ORD), a public repository of structured organic reaction records. describe an organic reaction: reactants, conditions, products, and yield Starting materials: [H-].[Na+] (sodium hydride), C(C1=CC=CC=C1)OC1=C2CCCC(C2=CC=C1)C(=O)NC=1C=NC(=CC1)C(C)C (5-Benzyloxy-N-(6-isopropylpyridin-3-yl)-1,2,3,4-tetrahydronaphthalene-1-carboxamide), ClCC=1C(=NC(=CC1)OC)OC (3-chloromethyl-2,6-dimethoxypyridine). Run in CN(C=O)C (dimethylformamide), CN(C=O)C (dimethylformamide). Run at time 30 minute. Product: C(C1=CC=CC=C1)OC1=C2CCCC(C2=CC=C1)C(=O)N(C=1C=NC(=CC1)C(C)C)CC=1C(=NC(=CC1)OC)OC (5-benzyloxy-N-[(2,6-dimethoxypyridin-3-yl)methyl]-N-(6-isopropylpyridin-3-yl)-1,2,3,4-tetrahydronaphthalene-1-carboxamide). Isolated yield 51.2%. Reaction SMILES: [CH2:1]([O:8][C:9]1[CH:18]=[CH:17][CH:16]=[C:15]2[C:10]=1[CH2:11][CH2:12][CH2:13][CH:14]2[C:19]([NH:21][C:22]1[CH:23]=[N:24][C:25]([CH:28]([CH3:30])[CH3:29])=[CH:26][CH:27]=1)=[O:20])[C:2]1[CH:7]=[CH:6][CH:5]=[CH:4][CH:3]=1.[H-].[Na+].Cl[CH2:34][C:35]1[C:36]([O:43][CH3:44])=[N:37][C:38]([O:41][CH3:42])=[CH:39][CH:40]=1>CN(C)C=O>[CH2:1]([O:8][C:9]1[CH:18]=[CH:17][CH:16]=[C:15]2[C:10]=1[CH2:11][CH2:12][CH2:13][CH:14]2[C:19]([N:21]([CH2:34][C:35]1[C:36]([O:43][CH3:44])=[N:37][C:38]([O:41][CH3:42])=[CH:39][CH:40]=1)[C:22]1[CH:23]=[N:24][C:25]([CH:28]([CH3:30])[CH3:29])=[CH:26][CH:27]=1)=[O:20])[C:2]1[CH:7]=[CH:6][CH:5]=[CH:4][CH:3]=1 |f:1.2|. Procedure details: 5-Benzyloxy-N-(6-isopropylpyridin-3-yl)-1,2,3,4-tetrahydronaphthalene-1-carboxamide (2.03 g) was dissolved in dimethylformamide (27 mL), and sodium hydride (0.20 g) was added under ice-cooling. The mixture was stirred at the same temperature for 30 min. A solution of 3-chloromethyl-2,6-dimethoxypyridine (0.95 g) in dimethylformamide (6 mL) was added dropwise to the reaction mixture, and the mixture was stirred at room temperature for 3 hr. The reaction mixture was partitioned between water and e...